This data is from the Open Reaction Database (ORD), a public repository of structured organic reaction records. The task is: describe an organic reaction: reactants, conditions, products, and yield The reactants are O=Cc1cc(OCc2ccccc2)cc(OCc2ccccc2)c1, CCOC(CN)OCC, O. Yields the product CCOC(CN=Cc1cc(OCc2ccccc2)cc(OCc2ccccc2)c1)OCC. Reaction SMILES: [CH2:1]([c:2]1[cH:3][cH:4][cH:5][cH:6][cH:7]1)[O:8][c:9]1[cH:10][c:11]([CH:12]=[O:13])[cH:14][c:15]([O:17][CH2:18][c:19]2[cH:20][cH:21][cH:22][cH:23][cH:24]2)[cH:16]1.[NH2:25][CH2:26][CH:27]([O:28][CH2:29][CH3:30])[O:31][CH2:32][CH3:33].[OH2:34]>>[CH2:1]([c:2]1[cH:3][cH:4][cH:5][cH:6][cH:7]1)[O:8][c:9]1[cH:10][c:11]([CH:12]=[N:25][CH2:26][CH:27]([O:28][CH2:29][CH3:30])[O:31][CH2:32][CH3:33])[cH:14][c:15]([O:17][CH2:18][c:19]2[cH:20][cH:21][cH:22][cH:23][cH:24]2)[cH:16]1.